This data is from the Open Reaction Database (ORD), a public repository of structured organic reaction records. The task is: describe an organic reaction: reactants, conditions, products, and yield The reactants are Cl.C1(CC1)COC1=C(C=C(C(=C1)F)OC)C1=C2C(=NC=C1)C(=C(N2)C)C(=O)N[C@@H]2CNC[C@H]2O (7-[2-(cyclopropylmethoxy)-4-fluoro-5-methoxyphenyl]-N-[(3R*,4R*)-4-hydroxypyrrolidin-3-yl]-2-methyl-1H-pyrrolo[3,2-b]pyridine-3-carboxamide hydrochloride), C(C)(=O)OCC(=O)Cl (2-chloro-2-oxoethyl acetate). Yields the product C1(CC1)COC1=C(C=C(C(=C1)F)OC)C1=C2C(=NC=C1)C(=C(N2)C)C(=O)N[C@@H]2CN(C[C@H]2O)C(CO)=O (7-[2-(Cyclopropylmethoxy)-4-fluoro-5-methoxyphenyl]-N-[(3R*,4R*)-4-hydroxy-1-(hydroxyacetyl)pyrrolidin-3-yl]-2-methyl-1H-pyrrolo[3,2-b]pyridine-3-carboxamide). As a reaction SMILES: Cl.[CH:2]1([CH2:5][O:6][C:7]2[CH:12]=[C:11]([F:13])[C:10]([O:14][CH3:15])=[CH:9][C:8]=2[C:16]2[CH:21]=[CH:20][N:19]=[C:18]3[C:22]([C:26]([NH:28][C@H:29]4[C@H:33]([OH:34])[CH2:32][NH:31][CH2:30]4)=[O:27])=[C:23]([CH3:25])[NH:24][C:17]=23)[CH2:4][CH2:3]1.C([O:38][CH2:39][C:40](Cl)=[O:41])(=O)C>>[CH:2]1([CH2:5][O:6][C:7]2[CH:12]=[C:11]([F:13])[C:10]([O:14][CH3:15])=[CH:9][C:8]=2[C:16]2[CH:21]=[CH:20][N:19]=[C:18]3[C:22]([C:26]([NH:28][C@H:29]4[C@H:33]([OH:34])[CH2:32][N:31]([C:39](=[O:38])[CH2:40][OH:41])[CH2:30]4)=[O:27])=[C:23]([CH3:25])[NH:24][C:17]=23)[CH2:4][CH2:3]1 |f:0.1|. Procedure details: Starting from 7-[2-(cyclopropylmethoxy)-4-fluoro-5-methoxyphenyl]-N-[(3R*,4R*)-4-hydroxypyrrolidin-3-yl]-2-methyl-1H-pyrrolo[3,2-b]pyridine-3-carboxamide hydrochloride (example D.f24) and commercially available 2-chloro-2-oxoethyl acetate the title compound is obtained as colorless solid. The reactants are CC1(C=CC(C(C1)C)=O)C (4,4,6-trimethylcyclohex-2-en-1-one), [Mg] (magnesium), ClC1=CC=C(CCl)C=C1 (4-chlorobenzyl chloride), [Cl-].[NH4+] (ammonium chloride). The solvent is C(C)OCC (diethyl ether), C(C)OCC (diethyl ether), C(C)OCC (diethyl ether). Run at time 30 minute. Product: ClC1=CC=C(CC2(C=CC(CC2C)(C)C)O)C=C1 (1-(4-chlorobenzyl)-4,4,6-trimethylcyclohex-2-en-1-ol). As a reaction SMILES: [Mg].[Cl:2][C:3]1[CH:10]=[CH:9][C:6]([CH2:7]Cl)=[CH:5][CH:4]=1.[CH3:11][C:12]1([CH3:20])[CH2:17][CH:16]([CH3:18])[C:15](=[O:19])[CH:14]=[CH:13]1.[Cl-].[NH4+]>C(OCC)C>[Cl:2][C:3]1[CH:10]=[CH:9][C:6]([CH2:7][C:15]2([OH:19])[CH:16]([CH3:18])[CH2:17][C:12]([CH3:20])([CH3:11])[CH:13]=[CH:14]2)=[CH:5][CH:4]=1 |f:3.4|. Reported procedure: To a slurry of magnesium turnings (66 g, 2.73 g.atoms) in diethyl ether (300 ml) was added a solution of 4-chlorobenzyl chloride (418 g, 2.6 moles) in diethyl ether (1500 ml) at such a rate as to maintain gentle reflux. After a further 30 minutes, a solution of 4,4,6-trimethylcyclohex-2-en-1-one (340 g, 2.46 moles) in diethyl ether (350 ml) was added, again maintaining a gentle reflux. After 1 hour the mixture was added into saturated aqueous ammonium chloride (4 liters) and the phases separated... Reactants: C(C)(C)(C)OC(=O)N1CCC(CC1)OS(=O)(=O)C1=CC=C(C=C1)C (4-(toluene-4-sulfonyloxy)-piperidine-1-carboxylic acid tert-butyl ester), C(=O)([O-])[O-].[K+].[K+] (K2CO3), ClC=1C(=C(C=O)C(=CC1)O)F (3-chloro-2-fluoro-6-hydroxy-benzaldehyde). Solvent: CN(C=O)C (N,N-dimethylformamide). Yields the product C(C)(C)(C)OC(=O)N1CCC(CC1)OC1=C(C(=C(C=C1)Cl)F)C=O (4-(4-chloro-3-fluoro-2-formyl-phenoxy)-piperidine-1-carboxylic acid tert-butyl ester). The yield is 106.1%. As a reaction SMILES: [Cl:1][C:2]1[C:3]([F:11])=[C:4]([C:7]([OH:10])=[CH:8][CH:9]=1)[CH:5]=[O:6].[C:12]([O:16][C:17]([N:19]1[CH2:24][CH2:23][CH:22](OS(C2C=CC(C)=CC=2)(=O)=O)[CH2:21][CH2:20]1)=[O:18])([CH3:15])([CH3:14])[CH3:13].C([O-])([O-])=O.[K+].[K+]>CN(C)C=O>[C:12]([O:16][C:17]([N:19]1[CH2:24][CH2:23][CH:22]([O:10][C:7]2[CH:8]=[CH:9][C:2]([Cl:1])=[C:3]([F:11])[C:4]=2[CH:5]=[O:6])[CH2:21][CH2:20]1)=[O:18])([CH3:15])([CH3:13])[CH3:14] |f:2.3.4|. Procedure: In a manner similar to the method described in example 4a, 3-chloro-2-fluoro-6-hydroxy-benzaldehyde (2.07 g, 11.8 mmol) reacted with 4-(toluene-4-sulfonyloxy)-piperidine-1-carboxylic acid tert-butyl ester (3.51 g, 9.88 mmol, ASTATECH) and K2CO3 in N,N-dimethylformamide to give 4-(4-chloro-3-fluoro-2-formyl-phenoxy)-piperidine-1-carboxylic acid tert-butyl ester as a brown oil (Yield 3.75 g, 84%). Reactants: C(C)OC(CNC1=NC(=CC(=N1)Cl)NC1=C(C(=CC=C1)C)C)=O (N-[4-chloro-6-(2,3-xylidino)-2-pyrimidinyl]-aminoacetic acid ethyl ester), [OH-].[Na+] (NaOH). The solvent is C(C)O (ethanol), O (water). The product is ClC1=NC(=NC(=C1)NC1=C(C(=CC=C1)C)C)NCC(=O)O (N-[4-Chloro-6-(2,3-xylidino)-2-pyrimidinyl]-aminoacetic acid). As a reaction SMILES: C([O:3][C:4](=[O:23])[CH2:5][NH:6][C:7]1[N:12]=[C:11]([Cl:13])[CH:10]=[C:9]([NH:14][C:15]2[CH:20]=[CH:19][CH:18]=[C:17]([CH3:21])[C:16]=2[CH3:22])[N:8]=1)C.[OH-].[Na+]>C(O)C.O>[Cl:13][C:11]1[CH:10]=[C:9]([NH:14][C:15]2[CH:20]=[CH:19][CH:18]=[C:17]([CH3:21])[C:16]=2[CH3:22])[N:8]=[C:7]([NH:6][CH2:5][C:4]([OH:23])=[O:3])[N:12]=1 |f:1.2|. Reported procedure: To the suspension of N-[4-chloro-6-(2,3-xylidino)-2-pyrimidinyl]-aminoacetic acid ethyl ester (2.23 g; examples 3a and 5) in ethanol (27 ml) at 60° C., 1N NaOH (13.5 ml) is added, and the mixture is heated for 5'; then diluted with water, evporated under vacuum and extracted with diethyl ether (2×20 ml). After acidification with glacial acetic acid, the precipitate is filtered and washed with water to neutrality. The solid is then dried under vacuum with CaCT2, and 1.9 g of the desired acid are ... Reactants: C(=O)(OC(C)(C)C)N1CCC(CC1)OC1=CC(=CC(=C1)C(F)(F)F)[N+](=O)[O-] (1-Boc-4-(3-nitro-5-trifluoromethyl-phenoxy)-piperidine). Reagents/catalysts: [Pd] (Pd/C). Solvent: CO (MeOH). Product: C(=O)(OC(C)(C)C)N1CCC(CC1)OC1=CC(=CC(=C1)C(F)(F)F)N (1-Boc-4-(3-amino-5-trifluoromethyl-phenoxy)-piperidine). Reaction SMILES: [C:1]([N:8]1[CH2:13][CH2:12][CH:11]([O:14][C:15]2[CH:20]=[C:19]([C:21]([F:24])([F:23])[F:22])[CH:18]=[C:17]([N+:25]([O-])=O)[CH:16]=2)[CH2:10][CH2:9]1)([O:3][C:4]([CH3:7])([CH3:6])[CH3:5])=[O:2]>CO.[Pd]>[C:1]([N:8]1[CH2:13][CH2:12][CH:11]([O:14][C:15]2[CH:20]=[C:19]([C:21]([F:24])([F:23])[F:22])[CH:18]=[C:17]([NH2:25])[CH:16]=2)[CH2:10][CH2:9]1)([O:3][C:4]([CH3:7])([CH3:6])[CH3:5])=[O:2]. Procedure: 1-Boc-4-(3-nitro-5-trifluoromethyl-phenoxy)-piperidine (470 mg) was dissolved in MeOH (12 ml) and Pd/C (10 mg) was added. After sparging briefly with H2, the mixture was stirred under H2 for 6H. The catalyst was removed by filtration and the MeOH solution was concentrated in vacuo to yield 1-Boc-4-(3-amino-5-trifluoromethyl-phenoxy)-piperidine as an off-white foam. Reactants: C=O (paraformaldehyde), CN1CCC(CC1)C1=NNC2=CC=CC=C12 (3-(1-methyl-4-piperidinyl)-1H-indazole), [OH-].[Na+] (sodium hydroxide). Solvent: C(C)O (ethanol). The product is OCN1N=C(C2=CC=CC=C12)C1CCN(CC1)C (1-Hydroxymethyl-3-(1-methyl-4-piperidinyl)-1H-indazole). Isolated yield 38.0%. As a reaction SMILES: [CH2:1]=[O:2].[CH3:3][N:4]1[CH2:9][CH2:8][CH:7]([C:10]2[C:18]3[C:13](=[CH:14][CH:15]=[CH:16][CH:17]=3)[NH:12][N:11]=2)[CH2:6][CH2:5]1.[OH-].[Na+]>C(O)C>[OH:2][CH2:1][N:12]1[C:13]2[C:18](=[CH:17][CH:16]=[CH:15][CH:14]=2)[C:10]([CH:7]2[CH2:6][CH2:5][N:4]([CH3:3])[CH2:9][CH2:8]2)=[N:11]1 |f:2.3|. Procedure details: A solution of 0.52 g of paraformaldehyde, 3.0 g of 3-(1-methyl-4-piperidinyl)-1H-indazole, 15 ml of ethanol and 0.34 ml of 5% aqueous sodium hydroxide was refluxed for 3 hrs. The ethanol was removed in vacuo and the residue diluted with water. The aqueous suspension was extracted with dichloromethane (2×, 50 ml) and the combined extracts were washed with water and dried over anhydrous magnesium sulfate. The dichloromethane was evaporated in vacuo to yield an oil, which crystallized upon standing...